This data is from the Open Reaction Database (ORD), a public repository of structured organic reaction records. The task is: describe an organic reaction: reactants, conditions, products, and yield The reactants are NC1=C(C=CC=C1)S (2-Aminothiophenol), C1=2C(=O)OC(NC1=CC=CC2)=O (isatoic anhydride), NC1=C(C=CC=C1)S (2-aminothiophenol). Reaction conditions: temperature 140 celsius, time 2.5 hour. Yields the product S1C(=NC2=C1C=CC=C2)C2=C(C=CC=C2)N (2-(benzo[d]thiazol-2-yl)phenylamine). Yield: 80.4%. RXN SMILES: [NH2:1][C:2]1[CH:7]=[CH:6][CH:5]=[CH:4][C:3]=1[SH:8].[C:9]12[C:15](=[CH:16][CH:17]=[CH:18][CH:19]=1)[NH:14]C(=O)O[C:10]2=O>>[S:8]1[C:3]2[CH:4]=[CH:5][CH:6]=[CH:7][C:2]=2[N:1]=[C:10]1[C:9]1[CH:19]=[CH:18][CH:17]=[CH:16][C:15]=1[NH2:14]. Procedure: 2-Aminothiophenol (137.7 g) was heated to 110° C., and isatoic anhydride (C8H5NO3, 203.9 g) was added portionwise over a 1 h period while taking care to avoid foaming. Thereafter the temperature was raised to 140° C., and heating was continued for about 2 to 4 h until the starting material 2-aminothiophenol was consumed. The melt was poured into an enamel cuvette and after cooling, the cold material was crushed, then boiled in aqueous NaOH solution (12 g of NaOH solved in 3.5 L of water) for 2 t... Starting materials: Cc1nc(-c2cnn(C)c2Br)c2c(=O)[nH]cnn12, CCO, OB(O)c1ccc(C(F)(F)F)cc1, [Na+], [Na+], O=C([O-])[O-], c1ccc(P(c2ccccc2)(c2ccccc2)[Pd](P(c2ccccc2)(c2ccccc2)c2ccccc2)(P(c2ccccc2)(c2ccccc2)c2ccccc2)P(c2ccccc2)(c2ccccc2)c2ccccc2)cc1. Yields the product Cc1nc(-c2cnn(C)c2-c2ccc(C(F)(F)F)cc2)c2c(=O)[nH]cnn12. As a reaction SMILES: [Br:1][c:2]1[c:3](-[c:8]2[n:9][c:10]([CH3:18])[n:11]3[n:12][cH:13][nH:14][c:15](=[O:17])[c:16]23)[cH:4][n:5][n:6]1[CH3:7].[CH3:38][CH2:39][OH:40].[F:19][C:20]([c:21]1[cH:22][cH:23][c:24]([B:27]([OH:28])[OH:29])[cH:25][cH:26]1)([F:30])[F:31].[Na+:32].[Na+:33].[O-:34][C:35](=[O:36])[O-:37].[cH:41]1[cH:42][cH:43][c:44]([P:45]([Pd:46]([P:47]([c:48]2[cH:49][cH:50][cH:51][cH:52][cH:53]2)([c:54]2[cH:55][cH:56][cH:57][cH:58][cH:59]2)[c:60]2[cH:61][cH:62][cH:63][cH:64][cH:65]2)([P:66]([c:67]2[cH:68][cH:69][cH:70][cH:71][cH:72]2)([c:73]2[cH:74][cH:75][cH:76][cH:77][cH:78]2)[c:79]2[cH:80][cH:81][cH:82][cH:83][cH:84]2)[P:85]([c:86]2[cH:87][cH:88][cH:89][cH:90][cH:91]2)([c:92]2[cH:93][cH:94][cH:95][cH:96][cH:97]2)[c:98]2[cH:99][cH:100][cH:101][cH:102][cH:103]2)([c:104]2[cH:105][cH:106][cH:107][cH:108][cH:109]2)[c:110]2[cH:111][cH:112][cH:113][cH:114][cH:115]2)[cH:116][cH:117]1>>[c:2]1(-[c:24]2[cH:23][cH:22][c:21]([C:20]([F:19])([F:30])[F:31])[cH:26][cH:25]2)[c:3](-[c:8]2[n:9][c:10]([CH3:18])[n:11]3[n:12][cH:13][nH:14][c:15](=[O:17])[c:16]23)[cH:4][n:5][n:6]1[CH3:7]. The reactants are CCN(CC)S(F)(F)F, CO, ClCCl, OC1(c2cccnc2Cl)CCOCC1. Yields the product FC1(c2cccnc2Cl)CCOCC1. Reaction SMILES: [CH2:18]([N:19]([S:20]([F:21])([F:22])[F:24])[CH2:23][CH3:25])[CH3:26].[CH3:27][OH:28].[Cl:15][CH2:16][Cl:17].[Cl:1][c:2]1[n:3][cH:4][cH:5][cH:6][c:7]1[C:8]1([OH:14])[CH2:9][CH2:10][O:11][CH2:12][CH2:13]1>>[Cl:1][c:2]1[n:3][cH:4][cH:5][cH:6][c:7]1[C:8]1([F:24])[CH2:9][CH2:10][O:11][CH2:12][CH2:13]1. Reactants: C(C)(=O)N1CC(C2=C(C=C(C=C12)C)C)CCO (1-Acetyl-3-(2-hydroxyethyl)-4,6-dimethylindoline), C(Br)(Br)(Br)Br (CBr4), C1=CC=C(C=C1)P(C2=CC=CC=C2)C3=CC=CC=C3 (Ph3P). Solvent: CC#N (CH3CN). Conditions: time 30 minute. The product is C(C)(=O)N1CC(C2=C(C=C(C=C12)C)C)CCBr (1-acetyl-3-(2-bromoethyl)-4,6-dimethylindoline). The yield is 61.1%. RXN SMILES: [C:1]([N:4]1[C:12]2[C:7](=[C:8]([CH3:14])[CH:9]=[C:10]([CH3:13])[CH:11]=2)[CH:6]([CH2:15][CH2:16]O)[CH2:5]1)(=[O:3])[CH3:2].C(Br)(Br)(Br)[Br:19].C1C=CC(P(C2C=CC=CC=2)C2C=CC=CC=2)=CC=1>CC#N>[C:1]([N:4]1[C:12]2[C:7](=[C:8]([CH3:14])[CH:9]=[C:10]([CH3:13])[CH:11]=2)[CH:6]([CH2:15][CH2:16][Br:19])[CH2:5]1)(=[O:3])[CH3:2]. Reported procedure: 1-Acetyl-3-(2-hydroxyethyl)-4,6-dimethylindoline (7.0 g) and CBr4 (9.9 g) were dissolved in CH3CN (70 ml), and Ph3P (9.4 g) was added, which was followed by stirring at room temperature for 30 min. CH3CN was evaporated under reduced pressure. AcOEt (100 ml) was added, and the mixture was washed with water and dried over anhydrous sodium sulfate. AcOEt was evaporated under reduced pressure. The residue was purified by silica gel column chromatography (eluent: benzene/AcOEt=50/1-10/1) to give 5.4 ... Reactants: FC(C1=CC=C(C=O)C=C1)(F)F (4-(trifluoromethyl)benzaldehyde), CC1(OC(=O)CC(=O)O1)C (Meldrum's acid), CC=1NC(=C(CC1C(=O)OCC)C(=O)OCC)C (diethyl 2,6-dimethyl-1,4-dihydropyridine-3,5-dicarboxylate), N1[C@H](C(=O)O)CCC1 (L-proline). Solvent: CCO (EtOH). The product is CC1(OC(C(C(O1)=O)CC1=CC=C(C=C1)C(F)(F)F)=O)C (2,2-Dimethyl-5-(4-(trifluoromethyl)benzyl)-1,3-dioxane-4,6-dione). As a reaction SMILES: [F:1][C:2]([F:12])([F:11])[C:3]1[CH:10]=[CH:9][C:6]([CH:7]=O)=[CH:5][CH:4]=1.[CH3:13][C:14]1([CH3:22])[O:21][C:19](=[O:20])[CH2:18][C:16](=[O:17])[O:15]1.CC1NC(C)=C(C(OCC)=O)CC=1C(OCC)=O.N1CCC[C@H]1C(O)=O>CCO>[CH3:13][C:14]1([CH3:22])[O:21][C:19](=[O:20])[CH:18]([CH2:7][C:6]2[CH:9]=[CH:10][C:3]([C:2]([F:12])([F:11])[F:1])=[CH:4][CH:5]=2)[C:16](=[O:17])[O:15]1. Reported procedure: Similar procedures to those referenced in Tett. Lett. (2006), 651, D. Ramachary; Eur. J. Org. Chem. (2008), 975, D. Ramachary were employed. To a 5 L 3-necked flask fitted with an overhead mechanical stirrer was charged with 4-(trifluoromethyl)benzaldehyde (43.5 g, 250 mmol) followed by the addition of anhydrous EtOH (3,000 mL), Meldrum's acid (37.5 g, 260 mmol), diethyl 2,6-dimethyl-1,4-dihydropyridine-3,5-dicarboxylate (67.5 g, 266 mmol) and L-proline (6.0 g, 51 mmol) at room temperature. The ... Starting materials: solution, Cl (hydrogen chloride), COC1=CC=C(CNC([C@H](COCC2CCCCC2)NC(=O)OC(C)(C)C)=O)C=C1 ((2S)-N-(4-methoxybenzyl)-3-cyclohexylmethoxy-2-t-butoxycarbonylamino-propanamide). Run in O1CCOCC1 (dioxane). Conditions: time 1 hour. Product: Cl.COC1=CC=C(CNC([C@H](COCC2CCCCC2)N)=O)C=C1 ((2S)-N-(4-methoxybenzyl)-3-cyclohexylmethoxy-2-aminopropanamide.hydrochloride). RXN SMILES: [ClH:1].[CH3:2][O:3][C:4]1[CH:31]=[CH:30][C:7]([CH2:8][NH:9][C:10](=[O:29])[C@@H:11]([NH:21]C(OC(C)(C)C)=O)[CH2:12][O:13][CH2:14][CH:15]2[CH2:20][CH2:19][CH2:18][CH2:17][CH2:16]2)=[CH:6][CH:5]=1>O1CCOCC1>[ClH:1].[CH3:2][O:3][C:4]1[CH:5]=[CH:6][C:7]([CH2:8][NH:9][C:10](=[O:29])[C@@H:11]([NH2:21])[CH2:12][O:13][CH2:14][CH:15]2[CH2:16][CH2:17][CH2:18][CH2:19][CH2:20]2)=[CH:30][CH:31]=1 |f:3.4|. Reported procedure: Under cooling with ice, a solution of 4N solution of hydrogen chloride in dioxane (12 ml) was added dropwise to the compound prepared in Example 2 (1180 mg). The solution was warmed to room temperature and stirred for 1 hour. The reaction mixture was concentrated to give the title compound (920 mg) having the following physical data.